Dataset: the Open Reaction Database (ORD), a public repository of structured organic reaction records. Task: describe an organic reaction: reactants, conditions, products, and yield The reactants are O.NN (hydrazine hydrate), O([C@H]1[C@H](O)[C@@H](O)[C@@H](O)[C@H](O1)CO)CCSCCC(=O)OC (2-(2-Methoxycarbonylethylthio)ethyl β-D-galactopyranoside), C(Cl)(Cl)Cl.CO.O (chloroform methanol water). Run in C(C)O (ethanol). Yields the product O([C@H]1[C@H](O)[C@@H](O)[C@@H](O)[C@H](O1)CO)CCSCCC(=O)NN (2-(2-Hydrazinocarbonylethylthio)ethyl β-D-galactopyranoside). RXN SMILES: [O:1]([CH2:13][CH2:14][S:15][CH2:16][CH2:17][C:18]([O:20]C)=O)[C@@H:2]1[O:10][C@H:9]([CH2:11][OH:12])[C@H:7]([OH:8])[C@H:5]([OH:6])[C@H:3]1[OH:4].O.[NH2:23][NH2:24].C(Cl)(Cl)Cl.CO.O>C(O)C>[O:1]([CH2:13][CH2:14][S:15][CH2:16][CH2:17][C:18]([NH:23][NH2:24])=[O:20])[C@@H:2]1[O:10][C@H:9]([CH2:11][OH:12])[C@H:7]([OH:8])[C@H:5]([OH:6])[C@H:3]1[OH:4] |f:1.2,3.4.5|. Reported procedure: 2-(2-Methoxycarbonylethylthio)ethyl β-D-galactopyranoside (28) (500 mg) was dissolved in ethanol (99.5%; 2.5 ml) and hydrazine hydrate (85%; 1 ml) was added. The reaction mixture was left at room temperature over night (TLC; SiO2, chloroform/methanol/water 65:35:10, lower phase). Evaporation gave the title compound (29) as a syrup (pure by TLC and 1H-NMR) in quantitative yield. Recrystallization from ethanol gave the pure compound: mp 178°-179°; [α]D23 -2.2° (c 0.5; H2O); 1H-NMR (D2O, TMS as an ... The reactants are [OH-].[Na+] (sodium hydroxide), ClC1=C(C(=C(C(=O)OC)C=C1)C)SCC1CC1 (methyl 4-chloro-3-cyclopropylmethylthio-2-methylbenzoate). Run in CO (methanol). Conditions: time 16 hour. Yields the product ClC1=C(C(=C(C(=O)O)C=C1)C)SCC1CC1 (4-chloro-3-cyclopropylmethylthio-2-methylbenzoic acid). As a reaction SMILES: [OH-].[Na+].[Cl:3][C:4]1[CH:13]=[CH:12][C:7]([C:8]([O:10]C)=[O:9])=[C:6]([CH3:14])[C:5]=1[S:15][CH2:16][CH:17]1[CH2:19][CH2:18]1>CO>[Cl:3][C:4]1[CH:13]=[CH:12][C:7]([C:8]([OH:10])=[O:9])=[C:6]([CH3:14])[C:5]=1[S:15][CH2:16][CH:17]1[CH2:19][CH2:18]1 |f:0.1|. Procedure: 3 ml of 20% strength aqueous sodium hydroxide solution were added to 1.20 g (4.43 mmol) of methyl 4-chloro-3-cyclopropylmethylthio-2-methylbenzoate in 30 ml of methanol, and the mixture was stirred at RT for 16 h. For work-up, the mixture was concentrated on a rotary evaporator, and the residue was taken up in water. The mixture was acidified with 1M HCl, and the product was then filtered off as a solid. This gave 1.1 g of pure product. Reactants: CSC1=CC=C(C=C1)S(=O)(=O)Cl (4-methylsulphanylbenzenesulphonyl chloride), NC=1C=C(C(=O)OC)C=C(C1OC1=C(C=CC=C1)OC)OCCOC1OCCCC1 (methyl 3-amino-4-(2-methoxy-phenoxy)-5-[2-(tetrahydro-pyran-2-yloxy)-ethoxy]-benzoate), ice. Run in C1(=CC=CC=C1)C (toluene), N1=CC=CC=C1 (pyridine). Reaction conditions: time 20 hour. Yields the product COC1=C(OC2=C(C=C(C(=O)OC)C=C2OCCOC2OCCCC2)NS(=O)(=O)C2=CC=C(C=C2)SC)C=CC=C1 (methyl 4-(2-methoxy-phenoxy)-3-(4-methylsulphanyl-benzenesulphonylamino)-5-[2-(tetrahydro-pyran-2-yloxy)-ethoxy]-benzoate). RXN SMILES: [NH2:1][C:2]1[CH:3]=[C:4]([CH:9]=[C:10]([O:21][CH2:22][CH2:23][O:24][CH:25]2[CH2:30][CH2:29][CH2:28][CH2:27][O:26]2)[C:11]=1[O:12][C:13]1[CH:18]=[CH:17][CH:16]=[CH:15][C:14]=1[O:19][CH3:20])[C:5]([O:7][CH3:8])=[O:6].[CH3:31][S:32][C:33]1[CH:38]=[CH:37][C:36]([S:39](Cl)(=[O:41])=[O:40])=[CH:35][CH:34]=1>N1C=CC=CC=1.C1(C)C=CC=CC=1>[CH3:20][O:19][C:14]1[CH:15]=[CH:16][CH:17]=[CH:18][C:13]=1[O:12][C:11]1[C:10]([O:21][CH2:22][CH2:23][O:24][CH:25]2[CH2:30][CH2:29][CH2:28][CH2:27][O:26]2)=[CH:9][C:4]([C:5]([O:7][CH3:8])=[O:6])=[CH:3][C:2]=1[NH:1][S:39]([C:36]1[CH:35]=[CH:34][C:33]([S:32][CH3:31])=[CH:38][CH:37]=1)(=[O:40])=[O:41]. Procedure: 0.626 g of methyl 3-amino-4-(2-methoxy-phenoxy)-5-[2-(tetrahydro-pyran-2-yloxy)-ethoxy]-benzoate was dissolved in pyridine (30 ml), treated dropwise while cooling with ice with a solution of 0.593 g of 4-methylsulphanylbenzenesulphonyl chloride in toluene (10 ml) and subsequently stirred at RT for 20 hours. The reaction mixture was poured on to ice/3M HCl, the product was extracted with ethyl acetate and the organic phase was dried over magnesium sulphate. After removing the solvent there was ob... Reactants: CC(C)(C)NC(=O)CN1CCNCC1, CCOc1cc(C(C)(C)C#N)c(Cl)cc1C1=NC(c2ccc(Cl)cc2)C(c2ccc(Cl)cc2)N1C(=O)Cl. Product: CCOc1cc(C(C)(C)C#N)c(Cl)cc1C1=NC(c2ccc(Cl)cc2)C(c2ccc(Cl)cc2)N1C(=O)N1CCN(CC(=O)NC(C)(C)C)CC1. RXN SMILES: [C:38]([CH3:39])([CH3:40])([CH3:41])[NH:42][C:43]([CH2:44][N:45]1[CH2:46][CH2:47][NH:48][CH2:49][CH2:50]1)=[O:51].[Cl:1][c:2]1[c:3]([C:33]([CH3:34])([CH3:35])[C:36]#[N:37])[cH:4][c:5]([O:30][CH2:31][CH3:32])[c:6]([C:8]2=[N:12][CH:11]([c:13]3[cH:14][cH:15][c:16]([Cl:19])[cH:17][cH:18]3)[CH:10]([c:20]3[cH:21][cH:22][c:23]([Cl:26])[cH:24][cH:25]3)[N:9]2[C:27](=[O:28])[Cl:29])[cH:7]1>>[Cl:1][c:2]1[c:3]([C:33]([CH3:34])([CH3:35])[C:36]#[N:37])[cH:4][c:5]([O:30][CH2:31][CH3:32])[c:6]([C:8]2=[N:12][CH:11]([c:13]3[cH:14][cH:15][c:16]([Cl:19])[cH:17][cH:18]3)[CH:10]([c:20]3[cH:21][cH:22][c:23]([Cl:26])[cH:24][cH:25]3)[N:9]2[C:27](=[O:28])[N:48]2[CH2:47][CH2:46][N:45]([CH2:44][C:43]([NH:42][C:38]([CH3:39])([CH3:40])[CH3:41])=[O:51])[CH2:50][CH2:49]2)[cH:7]1. The reactants are [K+], CC(C)CCC(=O)c1ccc(Br)cc1, [OH-]. The product is CC(C)CCCc1ccc(Br)cc1. RXN SMILES: [K+:16].[O:1]=[C:2]([CH2:3][CH2:4][CH:5]([CH3:6])[CH3:7])[c:8]1[cH:9][cH:10][c:11]([Br:14])[cH:12][cH:13]1.[OH-:15]>>[CH2:2]([CH2:3][CH2:4][CH:5]([CH3:6])[CH3:7])[c:8]1[cH:9][cH:10][c:11]([Br:14])[cH:12][cH:13]1. The reactants are C1C[N+]2(CC[N+]1(CC2)F)C.F[B-](F)(F)F.F[B-](F)(F)F, C1[C@H]([C@H]2[C@@H]([C@@]1(COC(=O)C)O)OC(O2)(C)C)N1C(c2c(C1=O)cccc2)=O. Reagents/catalysts: c1ccc(cc1)-c2c3ccccc3cc4ccccc24 (9-Phenylanthracene). Run in C1CCOC1 (THF). Run at temperature 25 celsius, time 18 hour. The product is CC(=O)OC[C@@]1(F)C[C@H]([C@@H]2OC(C)(C)O[C@H]12)N3C(=O)c4ccccc4C3=O. RXN SMILES: [CH3:1][C:2]([O:4][CH2:5][C@:6]1([C@H:15]([C@@H:9]2[C@H:8]([N:16]3[C:25](=[O:26])[c:24]([c:19]4[C:17]3=[O:18])[cH:23][cH:22][cH:21][cH:20]4)[CH2:7]1)[O:14][C:11]([CH3:13])([CH3:12])[O:10]2)O)=[O:3].C[N+]1(CC[N+]2([F:27])CC1)CC2.F[B-](F)(F)F.F[B-](F)(F)F>>[CH3:1][C:2]([O:4][CH2:5][C@@:6]1([C@H:15]([C@@H:9]2[C@H:8]([N:16]3[C:25](=[O:26])[c:24]([c:19]4[C:17]3=[O:18])[cH:23][cH:22][cH:21][cH:20]4)[CH2:7]1)[O:14][C:11]([CH3:13])([CH3:12])[O:10]2)[F:27])=[O:3]. Reactants: C(C)OC(CC1=C(C(=CC=C1)SCC(C)=O)F)=O ([2-Fluoro-3-(2-oxo-propylsulfanyl)-phenyl]-acetic acid ethyl ester), Cl.ClC=1C(=C(C=CC1)NN)F ((3-chloro-2-fluoro-phenyl) hydrazine hydrochloride). The product is C(C)OC(CC1=C(C(=CC=C1)SC1=C(NC2=C(C(=CC=C12)Cl)F)C)F)=O ([3-(6-Chloro-7-fluoro-2-methyl-1H-indol-3-ylsulfanyl)-2-fluoro-phenyl]-acetic acid ethyl ester). As a reaction SMILES: [CH2:1]([O:3][C:4](=[O:18])[CH2:5][C:6]1[CH:11]=[CH:10][CH:9]=[C:8]([S:12][CH2:13][C:14](=O)[CH3:15])[C:7]=1[F:17])[CH3:2].Cl.[Cl:20][C:21]1[C:22]([F:29])=[C:23]([NH:27]N)[CH:24]=[CH:25][CH:26]=1>>[CH2:1]([O:3][C:4](=[O:18])[CH2:5][C:6]1[CH:11]=[CH:10][CH:9]=[C:8]([S:12][C:13]2[C:24]3[C:23](=[C:22]([F:29])[C:21]([Cl:20])=[CH:26][CH:25]=3)[NH:27][C:14]=2[CH3:15])[C:7]=1[F:17])[CH3:2] |f:1.2|. Reported procedure: Prepared according to the procedure described in Example 2, Step 1, using the following starting materials: [2-Fluoro-3-(2-oxo-propylsulfanyl)-phenyl]-acetic acid ethyl ester and (3-chloro-2-fluoro-phenyl) hydrazine hydrochloride. The reactants are FC1=C2C=CN(C2=CC=C1)C(C(=O)OC)C (1-Methyl 2-(4-fluoro-1H-indol-1-yl)propanoate), [OH-].[Na+] (NaOH), CO (methanol). Run at temperature 75 celsius. The product is FC1=C2C=CN(C2=CC=C1)C(C(=O)O)(C)C (2-(4-Fluoro-1H-indol-1-yl)-2-methylpropanoic acid). Yield: 84.0%. As a reaction SMILES: [F:1][C:2]1[CH:10]=[CH:9][CH:8]=[C:7]2[C:3]=1[CH:4]=[CH:5][N:6]2[CH:11]([CH3:16])[C:12]([O:14]C)=[O:13].[OH-].[Na+].[CH3:19]O>>[F:1][C:2]1[CH:10]=[CH:9][CH:8]=[C:7]2[C:3]=1[CH:4]=[CH:5][N:6]2[C:11]([CH3:16])([CH3:19])[C:12]([OH:14])=[O:13] |f:1.2|. Procedure: A mixture of 1-Methyl 2-(4-fluoro-1H-indol-1-yl)propanoate (21.3 g, 91 mmol), 1 N aq. NaOH (150 mL), and methanol (150 mL) was heated to 75° C. overnight. The volatiles were removed by evaporation under reduced pressure at 50° C. and ethyl acetate (250 mL) and water (200 mL) were added to the residue. The layers were separated and the aqueous layer was acidified with concentrated HCl to pH<1. The acidified layer was extracted with ethyl acetate (1×200 mL, 1×50 mL) and the combined extracts were ... Starting materials: Cl.C1(=CC=CC=C1)CCC=1N=C(SC1)C1CCNCC1 (4-[4-(2-Phenylethyl)-1,3-thiazol-2-yl]piperidine hydrochloride), FC(C1=C(C=C(C=C1)C(F)(F)F)C(=O)Cl)(F)F (2,5-bis(trifluoromethyl)benzenecarbonyl chloride). Product: FC(C1=C(C=C(C=C1)C(F)(F)F)C(=O)N1CCC(CC1)C=1SC=C(N1)CCC1=CC=CC=C1)(F)F ([2,5-Bis(trifluoromethyl)phenyl]{4-[4-(2-phenylethyl)-1,3-thiazol-2-yl]piperidin-1-yl}methanone). RXN SMILES: Cl.[C:2]1([CH2:8][CH2:9][C:10]2[N:11]=[C:12]([CH:15]3[CH2:20][CH2:19][NH:18][CH2:17][CH2:16]3)[S:13][CH:14]=2)[CH:7]=[CH:6][CH:5]=[CH:4][CH:3]=1.[F:21][C:22]([F:37])([F:36])[C:23]1[CH:28]=[CH:27][C:26]([C:29]([F:32])([F:31])[F:30])=[CH:25][C:24]=1[C:33](Cl)=[O:34]>>[F:21][C:22]([F:36])([F:37])[C:23]1[CH:28]=[CH:27][C:26]([C:29]([F:30])([F:31])[F:32])=[CH:25][C:24]=1[C:33]([N:18]1[CH2:19][CH2:20][CH:15]([C:12]2[S:13][CH:14]=[C:10]([CH2:9][CH2:8][C:2]3[CH:7]=[CH:6][CH:5]=[CH:4][CH:3]=3)[N:11]=2)[CH2:16][CH2:17]1)=[O:34] |f:0.1|. Reported procedure: 4-[4-(2-Phenylethyl)-1,3-thiazol-2-yl]piperidine hydrochloride (II-1, 309 mg) is reacted analogously to Example I-63 with 2,5-bis(trifluoromethyl)benzenecarbonyl chloride (304 mg). After chromatographic purification, this gives [2,5-bis(trifluoromethyl)phenyl]{4-[4-(2-phenylethyl)-1,3-thiazol-2-yl]piperidin-1-yl}methanone (282 mg). Reactants: C(=O)(C)Cl (AcCl), N[C@H](CS)C(=O)O.Cl (H-D-Cys-OH.HCl), CCOCC (Et2O). The solvent is CO (MeOH). Yields the product N[C@H](CS)C(=O)OC.Cl (H-D-Cys-OMe.HCl). Isolated yield 80.7%. Reaction SMILES: [NH2:1][C@@H:2]([C:5]([OH:7])=[O:6])[CH2:3][SH:4].Cl.[C:9]([Cl:12])(C)=O.CCOCC>CO>[NH2:1][C@@H:2]([C:5]([O:7][CH3:9])=[O:6])[CH2:3][SH:4].[ClH:12] |f:0.1,5.6|. Reported procedure: To a cooled (0° C.) solution of H-D-Cys-OH.HCl (2.0 g, 0.013 mol) in 89.0 mL of MeOH was added 4.5 mL (0.063 mol) of AcCl. The resulting colorless solution was heated at reflux for 5 h, cooled, concentrated on a rotary evaporator, and then stripped down with Et2O until a white solid resulted. Additional Et2O (~100 mL) was added, the solid filtered, washed with Et2O, and excess solvent removed in vacuo to provide H-D-Cys-OMe.HCl as a white solid (1.80 g). The synthesized compound was identical (1...